Dataset: the Open Reaction Database (ORD), a public repository of structured organic reaction records. Task: describe an organic reaction: reactants, conditions, products, and yield Starting materials: CS(=O)(=O)Cl, ClCCCl, CC(C)(C)OC(=O)N1CCC(c2ccccc2N)CC1, c1ccncc1. Yields the product CC(C)(C)OC(=O)N1CCC(c2ccccc2NS(C)(=O)=O)CC1. Reaction SMILES: [CH3:27][S:28]([Cl:29])(=[O:30])=[O:31].[Cl:32][CH2:33][CH2:34][Cl:35].[NH2:1][c:2]1[c:3]([CH:8]2[CH2:9][CH2:10][N:11]([C:14](=[O:15])[O:16][C:17]([CH3:18])([CH3:19])[CH3:20])[CH2:12][CH2:13]2)[cH:4][cH:5][cH:6][cH:7]1.[cH:21]1[cH:22][cH:23][n:24][cH:25][cH:26]1>>[NH:1]([c:2]1[c:3]([CH:8]2[CH2:9][CH2:10][N:11]([C:14](=[O:15])[O:16][C:17]([CH3:18])([CH3:19])[CH3:20])[CH2:12][CH2:13]2)[cH:4][cH:5][cH:6][cH:7]1)[S:28]([CH3:27])(=[O:30])=[O:31]. Starting materials: O.OC1=CC=CC=2NN=NC21 (hydroxybenzotriazole hydrate), 5-hydroxy-2-adamantamine, Cl.CN(CCCN=C=NCC)C ((3-dimethylaminopropyl)-3-ethylcarbodiimide HCl), CC(C(=O)O)(C)N1CCN(CC1)C1=NC=C(C=C1)C(F)(F)F (2-methyl-2-[4-(5-trifluoromethyl-pyridin-2-yl)-piperazin-1-yl]-propionic acid), C(Cl)Cl (DCM), C(Cl)Cl (DCM). Run in CCN(C(C)C)C(C)C (DIPEA). Product: CC(C)(C(=O)NC1C2CC3CC1CC(C3)(C2)O)N4CCN(CC4)C5=NC=C(C=C5)C(F)(F)F (N-[(E)-5-Hydroxy-2-adamantyl]-2-methyl-2-{4-[5-(trifluoromethyl)pyridin-2-yl]piperazin-1-yl}propanamide). As a reaction SMILES: [CH3:1][C:2]([N:7]1[CH2:12][CH2:11][N:10]([C:13]2[CH:18]=[CH:17][C:16]([C:19]([F:22])([F:21])[F:20])=[CH:15][N:14]=2)[CH2:9][CH2:8]1)([CH3:6])[C:3](O)=[O:4].O.[OH:24][C:25]1[C:33]2N=NN[C:29]=2[CH:28]=[CH:27][CH:26]=1.Cl.CN(C)[CH2:37][CH2:38][CH2:39][N:40]=C=NCC.[CH2:46](Cl)Cl>CCN(C(C)C)C(C)C>[CH3:6][C:2]([N:7]1[CH2:8][CH2:9][N:10]([C:13]2[CH:18]=[CH:17][C:16]([C:19]([F:20])([F:22])[F:21])=[CH:15][N:14]=2)[CH2:11][CH2:12]1)([C:3]([NH:40][CH:39]1[CH:27]2[CH2:26][C:25]3([OH:24])[CH2:37][CH:38]1[CH2:46][CH:29]([CH2:33]3)[CH2:28]2)=[O:4])[CH3:1] |f:1.2,3.4|. Procedure details: A solution of 2-methyl-2-[4-(5-trifluoromethyl-pyridin-2-yl)-piperazin-1-yl]-propionic acid (159 mg, 0.5 mmoles) from Example 14C in DCM (5 mL) and DIPEA (0.5 mL) was treated with hydroxybenzotriazole hydrate (HOBt) (84 mg, 0.6 mmoles), 5-hydroxy-2-adamantamine (100 mg, 0.6 mmoles) from Example 13A and 15 minutes later with (3-dimethylaminopropyl)-3-ethylcarbodiimide HCl (EDCI) (115 mg, 0.6 mmoles). The mixture was stirred overnight at room temperature after which the DCM was removed under reduc... Starting materials: C(CCCCCCCCCCC)Br (dodecyl bromide), mixture, N1C(C=CCCC1)=O (azacyclohept-3-ene-2-one), N1C(CC=CCC1)=O (azacyclohept-4-ene-2-one), [H-].[Na+] (sodium hydride), petroleum ether ether. The solvent is C1CCOC1 (THF), C1CCOC1 (THF), O (water). Conditions: time 1 hour. Yields the product C(CCCCCCCCCCC)N1C(C=CCCC1)=O (1-dodecylazacyclohept-3-ene-2-one). Reaction SMILES: [NH:1]1[CH2:7][CH2:6][CH2:5][CH:4]=[CH:3][C:2]1=[O:8].N1CCC=CCC1=O.[H-].[Na+].[CH2:19](Br)[CH2:20][CH2:21][CH2:22][CH2:23][CH2:24][CH2:25][CH2:26][CH2:27][CH2:28][CH2:29][CH3:30]>C1COCC1.O>[CH2:30]([N:1]1[CH2:7][CH2:6][CH2:5][CH:4]=[CH:3][C:2]1=[O:8])[CH2:29][CH2:28][CH2:27][CH2:26][CH2:25][CH2:24][CH2:23][CH2:22][CH2:21][CH2:20][CH3:19] |f:2.3|. Reported procedure: A solution of 11.4 g (0.102 mol) of a mixture of azacyclohept-3-ene-2-one and azacyclohept-4-ene-2-one in THF was added dropwise to a suspension of 4.8 g (107 mmol) of sodium hydride (50% oil dispersion) in THF. The mixture was stirred at room temperature for 1 hour, 25.4 g (0.102 mol) of dodecyl bromide was added, and the solution was refluxed for 5 hours. The mixture was cooled, water was added, and the solvent was removed in vacuo. The residue was dissolved in CH2Cl2, washed with water, the o...